From a dataset of the Open Reaction Database (ORD), a public repository of structured organic reaction records. describe an organic reaction: reactants, conditions, products, and yield Starting materials: CO, COc1cccc(C=CC(=O)O)c1OC, [H][H]. Yields the product COc1cccc(CCC(=O)O)c1OC. As a reaction SMILES: [CH3:18][OH:19].[CH3:1][O:2][c:3]1[c:4]([CH:11]=[CH:12][C:13](=[O:14])[OH:15])[cH:5][cH:6][cH:7][c:8]1[O:9][CH3:10].[H:16][H:17]>>[CH3:1][O:2][c:3]1[c:4]([CH2:11][CH2:12][C:13](=[O:14])[OH:15])[cH:5][cH:6][cH:7][c:8]1[O:9][CH3:10]. Reactants: ( c ), CC1=CC=CC(=C1C(=O)O)NC([C@@H](N)C(C)C)=O (6-methyl-2-(L-valylamino)benzoic acid), CN1CCOCC1 (N-methylmorpholine), C(C1=CC=CC=C1)OC(=O)N[C@@H](CC1=CC=CC=C1)C(=O)N1[C@H](C(=O)O)CCC1 (N-benzyloxycarbonyl-L-phenylalanyl-L-proline), CN1CCOCC1 (N-methylmorpholine), ClC(=O)OCC(C)C (Isobutyl chloroformate). The solvent is CN(C=O)C (N,N-dimethylformamide), O1CCCC1 (tetrahydrofuran). Run at time 0.5 hour. The product is C(C1=CC=CC=C1)OC(=O)N[C@@H](CC1=CC=CC=C1)C(=O)N1[C@H](C(=O)N[C@@H](C(C)C)C(=O)NC2=C(C(=O)O)C(=CC=C2)C)CCC1 (2-(N-benzyloxycarbonyl-L-phenylalanyl-L-prolyl-L-valyl)amino-6-methylbenzoic acid). The yield is 57.4%. As a reaction SMILES: ClC(OCC(C)C)=O.[CH2:9]([O:16][C:17]([NH:19][C@H:20]([C:28]([N:30]1[CH2:37][CH2:36][CH2:35][C@H:31]1[C:32]([OH:34])=O)=[O:29])[CH2:21][C:22]1[CH:27]=[CH:26][CH:25]=[CH:24][CH:23]=1)=[O:18])[C:10]1[CH:15]=[CH:14][CH:13]=[CH:12][CH:11]=1.CN1CCOCC1.[CH3:45][C:46]1[C:51]([C:52]([OH:54])=[O:53])=[C:50]([NH:55][C:56](=[O:62])[C@H:57]([CH:59]([CH3:61])[CH3:60])[NH2:58])[CH:49]=[CH:48][CH:47]=1>CN(C)C=O.O1CCCC1>[CH2:9]([O:16][C:17]([NH:19][C@H:20]([C:28]([N:30]1[CH2:37][CH2:36][CH2:35][C@H:31]1[C:32]([NH:58][C@H:57]([C:56]([NH:55][C:50]1[CH:49]=[CH:48][CH:47]=[C:46]([CH3:45])[C:51]=1[C:52]([OH:54])=[O:53])=[O:62])[CH:59]([CH3:61])[CH3:60])=[O:34])=[O:29])[CH2:21][C:22]1[CH:23]=[CH:24][CH:25]=[CH:26][CH:27]=1)=[O:18])[C:10]1[CH:11]=[CH:12][CH:13]=[CH:14][CH:15]=1. Reported procedure: Isobutyl chloroformate (0.17 ml) was added to a tetrahydrofuran solution (3.5 ml) containing N-benzyloxycarbonyl-L-phenylalanyl-L-proline (523 mg) and N-methylmorpholine (0.15 ml) at -15° C., and the mixture was stirred for 0.5 hour. An N,N-dimethylformamide solution (5.5 ml) containing 6-methyl-2-(L-valylamino)benzoic acid (220 mg) and N-methylmorpholine (0.12 ml) was added dropwise to the obtained reaction mixture at -15° C., and the mixture was stirred at this temperature for 0.5 hour and the... Reactants: CC([C@H]1CC[C@H]2[C@@H]3C=CC4=CC(CC[C@@]4(C)[C@@H]3CC[C@]12C)=O)=O (9β,10α-pregna-4,6-diene-3,20-dione), progestogen, C(C)(=O)O.O[C@]1(C(C)=O)CC[C@H]2[C@@H]3C=C(C4=CC(CC[C@]4(C)[C@H]3CC[C@]12C)=O)C (17α-hydroxy-6-methylpregna-4,6-diene-3,20-dione acetate), C[C@]12CC[C@H]3[C@H]([C@@H]1CC[C@]2(C#C)O)CCC4=C3CCC(=O)C4 (17-hydroxy-19-nor-17α-pregn-5(10)en-20-yn-3-one), O.O[C@@]1([C@]2(C)[C@@H](CC1)[C@@H]1C[C@@H](C3=CC(CC[C@]3(C)[C@H]1CC2)=O)C)C#CC (17β-hydroxy-6α-methyl-17-(1-propynyl)androst-4-en-3-one monohydrate), 17-hydroxy-19-nor-17α-pregn-4-en-20-yn, CC[C@]12CC[C@H]3[C@H]([C@@H]1CC[C@]2(C#C)O)CCC4=CC(=O)CC[C@H]34 (13-ethyl-17-hydroxy-18,19-dinor-17α-pregn-4-en-20-yn-3-one), CC([C@H]1CC[C@H]2[C@@H]3CCC4=CC(CC[C@]4(C)[C@H]3CC[C@]12C)=O)=O (pregn-4-ene-3,20-dione), 17α-hydroxy-6-methyl-16-methylene-4,6-diene-3,20, C(C)(=O)O.O[C@]1(C(C)=O)CC[C@H]2[C@@H]3C[C@@H](C4=CC(CC[C@]4(C)[C@H]3CC[C@]12C)=O)C (17-hydroxy-6α-methylpregn-4-ene-3,20-dione acetate), 3-cyclopentyloxy-19-nor-17α-pregna-3,5-diene-20-yn-17-ol acetate, C[C@]12CC[C@H]3[C@H]([C@@H]1CC[C@]2(C#C)O)CCC4=CC(=O)CC[C@H]34 (17-hydroxy-19-nor-17α-pregn-4-en-20yn-3-one), CC(=O)O[C@]1(CC[C@@H]2[C@@]1(CC[C@H]3[C@H]2CCC4=CC(=O)CC[C@H]34)C)C#C (17-hydroxy-19-nor-17α-pregn-4-en-20-yn-3-one acetate), CC(=O)O[C@H]1CC[C@@H]2[C@H]3CC[C@]4([C@H]([C@@H]3CCC2=C1)CC[C@]4(C#C)OC(=O)C)C (19-nor-17α-pregn-4-en-20-yne-3β,17-diol diacetate). Product: O=C1C=C2CC[C@H]3[C@@H]4CC[C@@H]([C@@]4(C)CC[C@@H]3[C@]2(CC1)C=O)OC(CC)=O (3-Oxo-17β-(1-oxopropoxy)androst-4-en-19-al). As a reaction SMILES: [CH3:1][C@@:2]12[C@:10]([OH:13])(C#C)[CH2:9][CH2:8][C@H:7]1[C@@H:6]1[CH2:14][CH2:15][C:16]3[C@@H:22]([C@H:5]1[CH2:4][CH2:3]2)[CH2:21][CH2:20][C:18](=[O:19])[CH:17]=3.CC([O:26][C@:27]1(C#C)[C@@]2(C)CC[C@@H]3[C@@H]4C(=CC(CC4)=O)CC[C@H]3[C@@H]2[CH2:29][CH2:28]1)=O.C[C@@]12[C@:57]([OH:60])(C#C)CC[C@H]1[C@@H]1CCC3CC(=O)CCC=3[C@H]1CC2.CC(O[C@@H]1C=C2[C@@H]([C@@H]3[C@@H](CC2)[C@@H]2CC[C@@](OC(C)=O)(C#C)[C@@]2(C)CC3)CC1)=O.CC(=O)[C@@H]1[C@]2(C)[C@H]([C@H]3[C@H](CC2)[C@]2(C)C(=CC(=O)CC2)CC3)CC1.C(O)(=O)C.O[C@]1([C@]2(C)[C@H]([C@H]3[C@H](CC2)[C@]2(C)C(=CC(=O)CC2)[C@@H](C)C3)CC1)C(=O)C.C(O)(=O)C.O[C@]1([C@]2(C)[C@H]([C@H]3[C@H](CC2)[C@]2(C)C(=CC(=O)CC2)C(C)=C3)CC1)C(=O)C.O.O[C@@]1(C#CC)CC[C@H]2[C@H]3[C@H](CC[C@]12C)[C@]1(C)C(=CC(=O)CC1)[C@@H](C)C3.CC[C@@]12[C@](O)(C#C)CC[C@H]1[C@@H]1CCC3[C@@H]([C@H]1CC2)CCC(=O)C=3.CC(=O)[C@@H]1[C@]2(C)[C@H]([C@H]3[C@@H](CC2)[C@@]2(C)C(=CC(=O)CC2)C=C3)CC1>>[O:19]=[C:18]1[CH2:20][CH2:21][C@@:22]2([CH:57]=[O:60])[C:16]([CH2:15][CH2:14][C@@H:6]3[C@@H:5]2[CH2:4][CH2:3][C@@:2]2([CH3:1])[C@H:7]3[CH2:8][CH2:9][C@@H:10]2[O:13][C:27](=[O:26])[CH2:28][CH3:29])=[CH:17]1 |f:5.6,7.8,9.10|. Procedure details: The composition of claim 25 wherein the progestogen is 17-hydroxy-19-nor-17α-pregn-4-en-20yn-3-one, 17-hydroxy-19-nor-17α-pregn-4-en-20-yn-3-one acetate, 17-hydroxy-19-nor-17α-pregn-5(10)en-20-yn-3-one, 17-hydroxy-19-nor-17α-pregn-4-en-20-yn, 19-nor-17α-pregn-4-en-20-yne-3β,17-diol diacetate, 3-cyclopentyloxy-19-nor-17α-pregna-3,5-diene-20-yn-17-ol acetate, 16α(R),17-](1phenylethylidene)bis(oxy)]pregn-4-ene-3,20-dione, 17-hydroxy-6α-methylpregn-4-ene-3,20-dione acetate, 17α-hydroxy-6-methylpregn... Yields the product C1(CC1)CC(\C(=C/N(C)C)\C1=NC(=NC=C1)SC)=O ((3Z)-1-Cyclopropyl-4-(dimethylamino)-3-[2-(methylsulfanyl)pyrimidin-4-yl]but-3-en-2-one). Procedure: A solution of 1-cyclopropyl-3-[2-(methylsulfanyl)pyrimidin-4-yl]propan-2-one (2) (216.3 mg, 0.973 mmol) in DMF-DMA (1303 μl, 9.73 mmol) was stirred at 80° C. for 2 hours. The reaction was partitioned between water and EtOAc. The organic layer was separated, and the aqueous layer was back-extracted. The organic extracts were combined, washed with brine, dried over sodium sulfate, then concentrated in vacuo. The crude product was purified by Biotage™ silica gel chromatography [25 g ISOLUTE column,... Isolated yield 69.2%. Reaction SMILES: [CH:1]1([CH2:4][C:5](=[O:15])[CH2:6][C:7]2[CH:12]=[CH:11][N:10]=[C:9]([S:13][CH3:14])[N:8]=2)[CH2:3][CH2:2]1.[CH3:16][N:17]([CH:19](OC)OC)[CH3:18]>>[CH:1]1([CH2:4][C:5](=[O:15])/[C:6](/[C:7]2[CH:12]=[CH:11][N:10]=[C:9]([S:13][CH3:14])[N:8]=2)=[CH:16]\[N:17]([CH3:19])[CH3:18])[CH2:3][CH2:2]1. The reactants are C1(CC1)CC(CC1=NC(=NC=C1)SC)=O (1-Cyclopropyl-3-[2-(methylsulfanyl)pyrimidin-4-yl]propan-2-one), CN(C)C(OC)OC (DMF-DMA). The reactants are BrC=1C=C(C=CC1)CC(=O)OCC (ethyl (3-bromo-phenyl)acetate), C(#N)C1=CC=NC=C1 (4-cyanopyridine), CC(C)(C)[O-].[K+] (KOtBu), CN=C=S (Methyl isothiocyanate), IC (iodomethane). Solvent: CN(C)C=O (DMF), CC(C)(C)O (tBuOH). The product is BrC=1C=C(C=CC1)C=1C(N(C(=NC1C1=CC=NC=C1)SC)C)=O (5-(3-bromo-phenyl)-3-methyl-2-methylsulfanyl-6-pyridin-4-yl-3H-pyrimidin-4-one). RXN SMILES: [Br:1][C:2]1[CH:3]=[C:4]([CH2:8][C:9]([O:11]CC)=O)[CH:5]=[CH:6][CH:7]=1.[C:14]([C:16]1[CH:21]=[CH:20][N:19]=[CH:18][CH:17]=1)#[N:15].CC([O-])(C)C.[K+].[CH3:28][N:29]=[C:30]=[S:31].I[CH3:33]>CC(O)(C)C.CN(C=O)C>[Br:1][C:2]1[CH:3]=[C:4]([C:8]2[C:9](=[O:11])[N:29]([CH3:28])[C:30]([S:31][CH3:33])=[N:15][C:14]=2[C:16]2[CH:21]=[CH:20][N:19]=[CH:18][CH:17]=2)[CH:5]=[CH:6][CH:7]=1 |f:2.3|. Reported procedure: To a 500 mL round bottom flask (RBF), was added ethyl (3-bromo-phenyl)acetate (10.3 g, 42.2 mmol), 4-cyanopyridine (4.4 g, 42.2 mmol) and 56 mL DMF. The mixture was stirred at room temperature under nitrogen. 42 mL 1 M KOtBu in tBuOH was added drop wise, and stirred for 1 h at rt. Methyl isothiocyanate (3.08 g, 42.2 mmol) was added in one portion, and stirred for another one hour at rt. The mixture was cooled down to 0° C., iodomethane (2.7 mL, 42.2 mmol) was added drop wise and stirred for 1 h ...